From a dataset of the Open Reaction Database (ORD), a public repository of structured organic reaction records. describe an organic reaction: reactants, conditions, products, and yield Starting materials: O (Water), CC(CO)(C)C=1C=CC=C2C=CC(=NC12)C (2-methyl-2-(2-methylquinolin-8-yl)propan-1-ol), IC (iodomethane), [H-].[Na+] (NaH). The solvent is CCOCC (ether), CS(=O)C (DMSO). Conditions: time 30 minute. Yields the product COCC(C)(C)C=1C=CC=C2C=CC(=NC12)C (8-(1-methoxy-2-methylpropan-2-yl)-2-methylquinoline). The yield is 93.8%. Reaction SMILES: [CH3:1][C:2]([C:6]1[CH:7]=[CH:8][CH:9]=[C:10]2[C:15]=1[N:14]=[C:13]([CH3:16])[CH:12]=[CH:11]2)([CH3:5])[CH2:3][OH:4].I[CH3:18].[H-].[Na+].O>CS(C)=O.CCOCC>[CH3:18][O:4][CH2:3][C:2]([C:6]1[CH:7]=[CH:8][CH:9]=[C:10]2[C:15]=1[N:14]=[C:13]([CH3:16])[CH:12]=[CH:11]2)([CH3:1])[CH3:5] |f:2.3|. Procedure: To a solution of 2-methyl-2-(2-methylquinolin-8-yl)propan-1-ol (0.43 g, 2.00 mmol) and iodomethane (0.37 mL, 5.99 mmol) in DMSO (10 mL) was added NaH (0.16 g, 3.99 mmol) at ambient temperature and stirred at ambient temperature for 30 minutes. Water (10 mL) and ether (40 mL) were added. The organic layer was separated, washed with brine, dried (sodium sulfate), filtered and concentrated under reduced pressure. The residue was purified by flash chromatography on silica gel (5:1 hexane/ethyl aceta...